The task is: describe an organic reaction: reactants, conditions, products, and yield. This data is from the Open Reaction Database (ORD), a public repository of structured organic reaction records. The reactants are C(C)(C)(C)OC(=O)N1C(CCCC1)CCOC1=C(C(NC2=CC(=C(C=C12)CC=C)Cl)=O)C1=CC(=CC(=C1)C)C (2-{2-[6-allyl-7-chloro-3-(3,5-dimethylphenyl)-2-oxo-1,2-dihydroquinolin-4-yloxy]-ethyl}-piperidine-1-carboxylic acid tert-butyl ester), solution, B (borane), [OH-].[Na+] (sodium hydroxide), solution, OO (hydrogen peroxide), solution. The solvent is O1CCCC1 (tetrahydrofuran). Conditions: time 3 hour. Yields the product C(C)(C)(C)OC(=O)N1C(CCCC1)CCOC1=C(C(NC2=CC(=C(C=C12)CCCO)Cl)=O)C1=CC(=CC(=C1)C)C (2-{2-[7-chloro-3-(3,5-dimethylphenyl)-6-(3-hydroxy-propyl)-2-oxo-1,2-dihydroquinolin-4-yloxy]-ethyl}-piperidine-1-carboxylic acid tert-butyl ester). Reaction SMILES: [C:1]([O:5][C:6]([N:8]1[CH2:13][CH2:12][CH2:11][CH2:10][CH:9]1[CH2:14][CH2:15][O:16][C:17]1[C:26]2[C:21](=[CH:22][C:23]([Cl:30])=[C:24]([CH2:27][CH:28]=[CH2:29])[CH:25]=2)[NH:20][C:19](=[O:31])[C:18]=1[C:32]1[CH:37]=[C:36]([CH3:38])[CH:35]=[C:34]([CH3:39])[CH:33]=1)=[O:7])([CH3:4])([CH3:3])[CH3:2].B.[OH-:41].[Na+].OO>O1CCCC1>[C:1]([O:5][C:6]([N:8]1[CH2:13][CH2:12][CH2:11][CH2:10][CH:9]1[CH2:14][CH2:15][O:16][C:17]1[C:26]2[C:21](=[CH:22][C:23]([Cl:30])=[C:24]([CH2:27][CH2:28][CH2:29][OH:41])[CH:25]=2)[NH:20][C:19](=[O:31])[C:18]=1[C:32]1[CH:37]=[C:36]([CH3:38])[CH:35]=[C:34]([CH3:39])[CH:33]=1)=[O:7])([CH3:4])([CH3:3])[CH3:2] |f:2.3|. Procedure details: To a solution of 2-{2-[6-allyl-7-chloro-3-(3,5-dimethylphenyl)-2-oxo-1,2-dihydroquinolin-4-yloxy]-ethyl}-piperidine-1-carboxylic acid tert-butyl ester (400 mg in 7.0 mL of dry tetrahydrofuran) at 0° C. was added 2.18 mL of a 1M solution of borane in tetrahydrofuran dropwise over 10 minutes. After 3 hours, the reaction was treated sequentially with sodium hydroxide (0.84 mL of a 3M solution) and hydrogen peroxide (0.29 mL of a 30% solution) and the mixture allowed to warm to room temperature. Aft... Starting materials: C(C1=CC=CC=C1)[C@@H]1N(C(OC1)=O)C([C@@H](C\C=C\COCC1=CC=CC=C1)CCC)=O ((S)-4-Benzyl-3-[(2R,4E)-6-benzyloxy-2-propylhex-4-enoyl]oxazolidin-2-one), OO (hydrogen peroxide), O.[OH-].[Li+] (lithium hydroxide monohydrate), S(=S)(=O)([O-])[O-].[Na+].[Na+] (sodium thiosulfate). Solvent: O (water), O1CCCC1 (tetrahydrofuran). Conditions: time 30 minute. Product: C(C1=CC=CC=C1)OC/C=C/C[C@H](C(=O)O)CCC ((2R,4E)-6-Benzyloxy-2-propylhex-4-enoic acid). As a reaction SMILES: C([C@H]1COC(=O)N1[C:14](=[O:31])[C@H:15]([CH2:28][CH2:29][CH3:30])[CH2:16]/[CH:17]=[CH:18]/[CH2:19][O:20][CH2:21][C:22]1[CH:27]=[CH:26][CH:25]=[CH:24][CH:23]=1)C1C=CC=CC=1.OO.O.[OH-].[Li+].S([O-])([O-])(=[O:39])=S.[Na+].[Na+]>O.O1CCCC1>[CH2:21]([O:20][CH2:19]/[CH:18]=[CH:17]/[CH2:16][C@@H:15]([CH2:28][CH2:29][CH3:30])[C:14]([OH:31])=[O:39])[C:22]1[CH:23]=[CH:24][CH:25]=[CH:26][CH:27]=1 |f:2.3.4,5.6.7|. Procedure details: A solution of 24.1 g of (S)-4-benzyl-3-[(2R,4E)-6-benzyloxy-2-propylhex-4-enoyl]oxazolidin-2-one (57.2 mmol) obtained in Example (116a) in a mixed solvent of tetrahydrofuran (800 ml) and water (260 ml) was cooled in an ice bath, and then 35.0 ml of a 30% hydrogen peroxide aqueous solution and 4.83 g of lithium hydroxide monohydrate (115 mmol) were added thereto. The mixture was stirred at the same temperature for 30 minutes, and then raised to room temperature and further stirred for 16 hours. A... Reactants: N1N=C(C=C1)C1=NN(C2=CN=C(C=C21)C=2C=NC=CC2)C2OCCCC2 (3-(1H-pyrazol-3-yl)-5-(pyridin-3-yl)-1-(tetrahydro-2H-pyran-2-yl)-1H-pyrazolo[3,4-c]pyridine), C(=O)(OC(C)(C)C)N1CCC(CC1)Br (1-N—BOC-4-bromopiperidine), C([O-])([O-])=O.[Cs+].[Cs+] (Cesium Carbonate). Run in CN(C=O)C (N,N-Dimethylformamide). Run at temperature 100 celsius. Product: N1=CC(=CC=C1)C=1C=C2C(=CN1)N(N=C2C2=NN(C=C2)C2CCN(CC2)C(=O)OC(C)(C)C)C2OCCCC2 (tert-butyl 4-(3-(5-(pyridin-3-yl)-1-(tetrahydro-2H-pyran-2-yl)-1H-pyrazolo[3,4-c]pyridin-3-yl)-1H-pyrazol-1-yl)piperidine-1-carboxylate). As a reaction SMILES: [NH:1]1[CH:5]=[CH:4][C:3]([C:6]2[C:14]3[C:9](=[CH:10][N:11]=[C:12]([C:15]4[CH:16]=[N:17][CH:18]=[CH:19][CH:20]=4)[CH:13]=3)[N:8]([CH:21]3[CH2:26][CH2:25][CH2:24][CH2:23][O:22]3)[N:7]=2)=[N:2]1.[C:27]([N:34]1[CH2:39][CH2:38][CH:37](Br)[CH2:36][CH2:35]1)([O:29][C:30]([CH3:33])([CH3:32])[CH3:31])=[O:28].C(=O)([O-])[O-].[Cs+].[Cs+]>CN(C)C=O>[N:17]1[CH:18]=[CH:19][CH:20]=[C:15]([C:12]2[CH:13]=[C:14]3[C:6]([C:3]4[CH:4]=[CH:5][N:1]([CH:37]5[CH2:38][CH2:39][N:34]([C:27]([O:29][C:30]([CH3:33])([CH3:32])[CH3:31])=[O:28])[CH2:35][CH2:36]5)[N:2]=4)=[N:7][N:8]([CH:21]4[CH2:26][CH2:25][CH2:24][CH2:23][O:22]4)[C:9]3=[CH:10][N:11]=2)[CH:16]=1 |f:2.3.4|. Procedure: A mixture of 3-(1H-pyrazol-3-yl)-5-(pyridin-3-yl)-1-(tetrahydro-2H-pyran-2-yl)-1H-pyrazolo[3,4-c]pyridine (44.0 mg, 0.13 mmol), 1-N—BOC-4-bromopiperidine (100.8 mg, 0.38 mmol), and Cesium Carbonate (124.3 mg, 0.38 mmol) in N,N-Dimethylformamide (5 mL) was heated at 100° C. for 7 days. The mixture was concentrated to afford tert-butyl 4-(3-(5-(pyridin-3-yl)-1-(tetrahydro-2H-pyran-2-yl)-1H-pyrazolo[3,4-c]pyridin-3-yl)-1H-pyrazol-1-yl)piperidine-1-carboxylate, which was used without purification. Reactants: CCCCN1CCOC1, CC=Cc1cc(OC)c2c(c1)C(C)C(c1ccc(O)c(OC)c1)O2. The product is CC=Cc1cc(OC)c2c(c1)C(C)C(c1cc(CN(CCO)CCCC)c(O)c(OC)c1)O2. RXN SMILES: [CH2:25]([CH2:26][CH2:27][CH3:28])[N:29]1[CH2:30][O:31][CH2:32][CH2:33]1.[OH:1][c:2]1[c:3]([O:23][CH3:24])[cH:4][c:5]([CH:8]2[O:9][c:10]3[c:11]([cH:14][c:15]([CH:20]=[CH:21][CH3:22])[cH:16][c:17]3[O:18][CH3:19])[CH:12]2[CH3:13])[cH:6][cH:7]1>>[OH:1][c:2]1[c:3]([O:23][CH3:24])[cH:4][c:5]([CH:8]2[O:9][c:10]3[c:11]([cH:14][c:15]([CH:20]=[CH:21][CH3:22])[cH:16][c:17]3[O:18][CH3:19])[CH:12]2[CH3:13])[cH:6][c:7]1[CH2:30][N:29]([CH2:25][CH2:26][CH2:27][CH3:28])[CH2:33][CH2:32][OH:31].